Dataset: the Open Reaction Database (ORD), a public repository of structured organic reaction records. Task: describe an organic reaction: reactants, conditions, products, and yield Reactants: CN(C)c1cc(NC(=O)OC(C)(C)C)c(N)cc1C(F)(F)F, CC(C)(C)OC(=O)CC(=O)c1cccc(-c2cc(COC3CCCCO3)no2)c1. Product: CN(C)c1cc(NC(=O)OC(C)(C)C)c(NC(=O)CC(=O)c2cccc(-c3cc(COC4CCCCO4)no3)c2)cc1C(F)(F)F. Reaction SMILES: [C:1]([CH3:2])([CH3:3])([CH3:4])[O:5][C:6]([NH:7][c:8]1[c:9]([NH2:21])[cH:10][c:11]([C:17]([F:18])([F:19])[F:20])[c:12]([N:14]([CH3:15])[CH3:16])[cH:13]1)=[O:22].[C:23]([CH3:25])([CH3:26])([O:27][C:28](=[O:24])[CH2:29][C:30]([c:31]1[cH:32][c:33](-[c:37]2[cH:38][c:39]([CH2:42][O:43][CH:44]3[O:45][CH2:46][CH2:47][CH2:48][CH2:49]3)[n:40][o:41]2)[cH:34][cH:35][cH:36]1)=[O:50])[CH3:51]>>[C:1]([CH3:2])([CH3:3])([CH3:4])[O:5][C:6]([NH:7][c:8]1[c:9]([NH:21][C:28](=[O:27])[CH2:29][C:30]([c:31]2[cH:32][c:33](-[c:37]3[cH:38][c:39]([CH2:42][O:43][CH:44]4[O:45][CH2:46][CH2:47][CH2:48][CH2:49]4)[n:40][o:41]3)[cH:34][cH:35][cH:36]2)=[O:50])[cH:10][c:11]([C:17]([F:18])([F:19])[F:20])[c:12]([N:14]([CH3:15])[CH3:16])[cH:13]1)=[O:22]. The reactants are Cc1cccc(CBr)n1 (MePyridyl), CC(C)(C)OC(=O)N1CCN(CC1)c2ccc(NC(=O)c3oc(cc3)c4ccc(Cl)cc4)cc2 (p-Cl Core). The reagents and catalysts are O=S(=O)(O)O (H2SO4), CCN=P(N=P(N(C)C)(N(C)C)N(C)C)(N(C)C)N(C)C (P2-Et). The solvent is COCCOCCOC (diglyme), CN(C)C=O (DMF), CN(C)C=O (DMF), CN(C)C=O (DMF). Run at temperature 23 celsius, time 20 hour. Yields the product Cc1cccc(CN(C(=O)c2oc(cc2)c3ccc(Cl)cc3)c4ccc(cc4)N5CCNCC5)n1 (MK2_Alk_08), CC(C)(C)OC(=O)N1CCN(CC1)c2ccc(NC(=O)c3oc(cc3)c4ccc(Cl)cc4)cc2 (p-Cl Core), CC(C)(C)OC(=O)N1CCN(CC1)c2ccc(NC(=O)c3oc(cc3)c4ccc(Cl)cc4)cc2 (MK2_Core_Cl). Isolated yield 83.0%. Reactants: Cl, CC(C)(C)Oc1ccc(CCC(=O)OCc2ccc([N+](=O)[O-])cc2)cc1, [Na+], C1COCCO1, [OH-]. The product is CC(C)(C)Oc1ccc(CCC(=O)O)cc1. Reaction SMILES: [ClH:29].[N+:1]([c:2]1[cH:3][cH:4][c:5]([CH2:6][O:9][C:10]([CH2:11][CH2:12][c:13]2[cH:14][cH:15][c:16]([O:19][C:20]([CH3:21])([CH3:22])[CH3:23])[cH:17][cH:18]2)=[O:24])[cH:7][cH:8]1)([O-:25])=[O:26].[Na+:28].[O:30]1[CH2:31][CH2:32][O:33][CH2:34][CH2:35]1.[OH-:27]>>[O:9]=[C:10]([CH2:11][CH2:12][c:13]1[cH:14][cH:15][c:16]([O:19][C:20]([CH3:21])([CH3:22])[CH3:23])[cH:17][cH:18]1)[OH:24]. Reactants: CCOC(=O)CC#N, CC(=O)[O-], CC(=O)O, CCO, O=C1CCc2cc(Cl)ccc21, [NH4+], O, c1ccccc1. Yields the product CCOC(=O)C(C#N)=C1CCc2cc(Cl)ccc21. RXN SMILES: [C:12](#[N:13])[CH2:14][C:15](=[O:16])[O:17][CH2:18][CH3:19].[CH3:21][C:22](=[O:23])[O-:24].[CH3:25][C:26](=[O:27])[OH:28].[CH3:35][CH2:36][OH:37].[Cl:1][c:2]1[cH:3][c:4]2[c:8]([cH:9][cH:10]1)[C:7](=[O:11])[CH2:6][CH2:5]2.[NH4+:20].[OH2:38].[cH:29]1[cH:30][cH:31][cH:32][cH:33][cH:34]1>>[Cl:1][c:2]1[cH:3][c:4]2[c:8]([cH:9][cH:10]1)[C:7](=[C:14]([C:12]#[N:13])[C:15](=[O:16])[O:17][CH2:18][CH3:19])[CH2:6][CH2:5]2.